Task: describe an organic reaction: reactants, conditions, products, and yield. Dataset: the Open Reaction Database (ORD), a public repository of structured organic reaction records Reactants: ClC1=C(C=C2CCC(C2=C1)C(=O)O)CC1CCCC1 (6-chloro-5-cyclopentylmethyl-1-indanecarboxylic acid), S(=O)(Cl)Cl (thionyl chloride). Product: ClC1=C(C=C2CCC(C2=C1)C(=O)Cl)CC1CCCC1 (6-chloro-5-cyclopentylmethyl-1-indanecarboxylic acid chloride). Procedure details: 3.22 g of 6-chloro-5-cyclopentylmethyl-1-indanecarboxylic acid is heated under reflux for one hour with 10.5 ml of thionyl chloride and concentrated, thus yielding 3.45 g of 6-chloro-5-cyclopentylmethyl-1-indanecarboxylic acid chloride as an oil. The acid chloride is reacted with triethyl phosphite as described in Example 2, yielding 3 g of (6-chloro-5-cyclopentylmethyl-1-indanylidene)hydroxymethanephosphonic acid diethyl ester, mp 126° C. The resultant compound is reacted with diethyl phosphite... As a reaction SMILES: [Cl:1][C:2]1[CH:10]=[C:9]2[C:5]([CH2:6][CH2:7][CH:8]2[C:11](O)=[O:12])=[CH:4][C:3]=1[CH2:14][CH:15]1[CH2:19][CH2:18][CH2:17][CH2:16]1.S(Cl)([Cl:22])=O>>[Cl:1][C:2]1[CH:10]=[C:9]2[C:5]([CH2:6][CH2:7][CH:8]2[C:11]([Cl:22])=[O:12])=[CH:4][C:3]=1[CH2:14][CH:15]1[CH2:19][CH2:18][CH2:17][CH2:16]1. Reactants: ClC1=CC=C(C=C1)C1(CCC1)C(=CS(=O)(=O)C)N (1-[1-(4-chlorophenyl)cyclobutyl]-2-methylsulphonylvinylamine), C(C)(=O)[O-].[NH4+] (ammonium acetate), C(C)(=O)O (acetic acid), C(#N)[BH3-].[Na+] (sodium cyanoborohydride). Solvent: CO (methanol), O (water). Yields the product ClC1=CC=C(C=C1)C1(CCC1)C(CS(=O)(=O)C)N (1-[1-(4-chlorophenyl)cyclobutyl]-2-methylsulphonylethylamine). As a reaction SMILES: [Cl:1][C:2]1[CH:7]=[CH:6][C:5]([C:8]2([C:12]([NH2:18])=[CH:13][S:14]([CH3:17])(=[O:16])=[O:15])[CH2:11][CH2:10][CH2:9]2)=[CH:4][CH:3]=1.C([O-])(=O)C.[NH4+].C(O)(=O)C.C([BH3-])#N.[Na+]>CO.O>[Cl:1][C:2]1[CH:3]=[CH:4][C:5]([C:8]2([CH:12]([NH2:18])[CH2:13][S:14]([CH3:17])(=[O:15])=[O:16])[CH2:11][CH2:10][CH2:9]2)=[CH:6][CH:7]=1 |f:1.2,4.5|. Procedure details: A solution of 1-[1-(4-chlorophenyl)cyclobutyl]-2-methylsulphonylvinylamine (10 g), ammonium acetate (5 g), glacial acetic acid (7 ml) and sodium cyanoborohydride (5 g) in methanol (250 ml) was kept at room temperature for 12 days. The mixture was poured into water (750 ml) basified to pH 11 and extracted with dichloromethane. The organic extracts were washed with brine, dried and evaporated to give 1-[1-(4-chlorophenyl)cyclobutyl]-2-methylsulphonylethylamine (m.p. 134°-135° ). Reactants: CCO, Cl, [Na+], [OH-], COC(=O)c1sccc1SSc1ccsc1C(=O)[O-]. Product: O=C(O)c1sccc1SSc1ccsc1C(=O)O. RXN SMILES: [CH3:23][CH2:24][OH:25].[ClH:20].[Na+:22].[OH-:21].[s:1]1[c:2]([C:16](=[O:17])[O:18][CH3:19])[c:3]([S:6][S:7][c:8]2[c:9]([C:13](=[O:14])[O-:15])[s:10][cH:11][cH:12]2)[cH:4][cH:5]1>>[s:1]1[c:2]([C:16](=[O:17])[OH:18])[c:3]([S:6][S:7][c:8]2[c:9]([C:13](=[O:14])[OH:15])[s:10][cH:11][cH:12]2)[cH:4][cH:5]1. Reactants: [Al+3], CC(C)Oc1ccc(C(=O)[O-])cc1C(F)(F)F, ClCCl, [H-], [H-], [H-], [H-], [Li+]. Product: CC(C)Oc1ccc(CO)cc1C(F)(F)F. RXN SMILES: [Al+3:19].[CH:1]([CH3:2])([CH3:3])[O:4][c:5]1[c:6]([C:14]([F:15])([F:16])[F:17])[cH:7][c:8]([C:9](=[O:10])[O-:11])[cH:12][cH:13]1.[Cl:24][CH2:25][Cl:26].[H-:18].[H-:21].[H-:22].[H-:23].[Li+:20]>>[CH:1]([CH3:2])([CH3:3])[O:4][c:5]1[c:6]([C:14]([F:15])([F:16])[F:17])[cH:7][c:8]([CH2:9][OH:10])[cH:12][cH:13]1. Starting materials: BrC=1C=C(C=CC1)OC (m-bromoanisole), [Mg] (magnesium), lithium cupric chloride, C(CCCCCCCCCCCCC)Br (tetradecyl bromide). Run in O1CCCC1 (tetrahydrofuran), O1CCCC1 (tetrahydrofuran). Conditions: time 16 hour. The product is COC=1C=C(C=CC1)CCCCCCCCCCCCCC (3-Methoxy-1-tetradecyl-benzene). Yield: 90.6%. Reaction SMILES: [Mg].Br[C:3]1[CH:4]=[C:5]([O:9][CH3:10])[CH:6]=[CH:7][CH:8]=1.[CH2:11](Br)[CH2:12][CH2:13][CH2:14][CH2:15][CH2:16][CH2:17][CH2:18][CH2:19][CH2:20][CH2:21][CH2:22][CH2:23][CH3:24]>O1CCCC1>[CH3:10][O:9][C:5]1[CH:4]=[C:3]([CH2:24][CH2:23][CH2:22][CH2:21][CH2:20][CH2:19][CH2:18][CH2:17][CH2:16][CH2:15][CH2:14][CH2:13][CH2:12][CH3:11])[CH:8]=[CH:7][CH:6]=1. Procedure: A 4.87 g portion of magnesium was placed in a two-necked round bottom flask. The flask was flamed several times and 37.4 g of m-bromoanisole and 200 ml of tetrahydrofuran were added. As soon as the reaction stopped it was refluxed for 1 hour and then added to a boiling solution of 52.68 g of tetradecyl bromide in tetrahydrofuran. Then 10 ml of lithium cupric chloride was added and the mixture was refluxed for 1.25 hours, stirred at room temperature for 16 hours, quenched with water, washed with ... Reactants: C(C)(=O)O[C@H]1[C@@H](O[C@@H]([C@H]([C@@H]1OC(C)=O)OC(C)=O)COC(C)=O)OC1=C(C(=CC=C1)O)C(C)=O (2'-(2,3,4,6-Tetra-O-acetyl-β-D-glucopyranosyloxy)-6'-hydroxyacetophenone), O1C2=C(C=C1)C=C(C=C2)C=O (benzo[b]furan-5-carbaldehyde). The reagents and catalysts are [C].[Pd] (palladium-carbon). Run in C(C)O (ethanol), C(C)(=O)O (acetic acid). Product: [C@@H]1([C@H](O)[C@@H](O)[C@H](O)[C@H](O1)CO)OC1=C(C(=CC=C1)O)C(CCC1=CC2=C(OCC2)C=C1)=O (2'-(β-D-glucopyranosyloxy)-6'-hydroxy-3-(2,3-dihydro-5-benzo[b]furanyl)propiophenone). The yield is 78.4%. Reaction SMILES: C([O:4][C@@H:5]1[C@@H:10]([O:11]C(=O)C)[C@H:9]([O:15]C(=O)C)[C@@H:8]([CH2:19][O:20]C(=O)C)[O:7][C@H:6]1[O:24][C:25]1[CH:30]=[CH:29][CH:28]=[C:27]([OH:31])[C:26]=1[C:32](=[O:34])[CH3:33])(=O)C.[O:35]1[CH:39]=[CH:38][C:37]2[CH:40]=[C:41]([CH:44]=O)[CH:42]=[CH:43][C:36]1=2>C(O)C.C(O)(=O)C.[C].[Pd]>[C@@H:6]1([O:24][C:25]2[CH:30]=[CH:29][CH:28]=[C:27]([OH:31])[C:26]=2[C:32](=[O:34])[CH2:33][CH2:44][C:41]2[CH:42]=[CH:43][C:36]3[O:35][CH2:39][CH2:38][C:37]=3[CH:40]=2)[O:7][C@H:8]([CH2:19][OH:20])[C@@H:9]([OH:15])[C@H:10]([OH:11])[C@H:5]1[OH:4] |f:4.5|. Procedure details: 2'-(2,3,4,6-Tetra-O-acetyl-β-D-glucopyranosyloxy)-6'-hydroxyacetophenone (1268 mg) and benzo[b]furan-5-carbaldehyde (911 mg) are treated in the same manner as in Example 1 to give crude 2'-(β-D-glucopyranosyloxy)-6'-hydroxy-3-(5-benzo[b]furanyl)acrylophenone. This product is dissolved in a mixture of ethanol (20 ml) and acetic acid (2 ml), and the mixture is subjected to catalytic hydrogenation by using 10% palladium-carbon (0.5 g) under atmospheric pressure. The catalyst is removed by filtratio... Starting materials: N1=C(C=CC=C1)C(CC(CC(=O)C1=NC=CC=C1)=O)=O (1,5-di-pyridin-2-yl-pentane-1,3,5-trione), N1(CCCC1)C1=CC(=NC=C1)C(CC(CC(=O)C1=NC=CC(=C1)N1CCCC1)=O)=O (1,5-Bis(4-pyrrolidin-1-yl-pyridin-2-yl)-pentane-1,3,5-trione). Solvent: CO (methanol). Yields the product N1(CCCC1)C1=CC(=NC=C1)C=1NC(=CC(C1)=O)C1=NC=CC(=C1)N1CCCC1 (4,4″-di-pyrrolidin-1-yl-1′H-[2,2′;6′,2″]terpyridin-4′-one). As a reaction SMILES: [N:1]1C=CC=CC=1C(=O)CC(=O)CC(C1C=CC=CN=1)=O.[N:21]1([C:26]2[CH:31]=[CH:30][N:29]=[C:28]([C:32](=O)[CH2:33][C:34](=[O:49])[CH2:35][C:36]([C:38]3[CH:43]=[C:42]([N:44]4[CH2:48][CH2:47][CH2:46][CH2:45]4)[CH:41]=[CH:40][N:39]=3)=O)[CH:27]=2)[CH2:25][CH2:24][CH2:23][CH2:22]1>CO>[N:21]1([C:26]2[CH:31]=[CH:30][N:29]=[C:28]([C:32]3[NH:1][C:36]([C:38]4[CH:43]=[C:42]([N:44]5[CH2:48][CH2:47][CH2:46][CH2:45]5)[CH:41]=[CH:40][N:39]=4)=[CH:35][C:34](=[O:49])[CH:33]=3)[CH:27]=2)[CH2:25][CH2:24][CH2:23][CH2:22]1. Procedure details: This compound is prepared in a manner analogous to that described in Example 1, Step 2 for 1,5-di-pyridin-2-yl-pentane-1,3,5-trione, but instead the pyrrolidine-substituted triketone from Example 21 is used. Pure 4,4″-di-pyrrolidin-1-yl-1′H-[2,2′;6′,2″]terpyridin-4′-one can be obtained by recrystallisation from methanol in the form of an almost colourless solid. 1.81-2.05 (m, 8H); 3.17-3.33 (m, 8H); 6.32 (dd, 2H, J=5.7, 2.3 Hz); 6.84 (d, 2H, J=2.3 Hz); 6.90 (s, 2H); 8.19 (d, 2H, J=5.7 Hz). MS (E... Reactants: CCBr, COc1ccc(N2CCN(c3ccc(Nc4nc(-c5ccccc5)cs4)cc3)CC2)cc1, CN(C)C=O, [Na+], [OH-], O. The product is CCN(c1ccc(N2CCN(c3ccc(OC)cc3)CC2)cc1)c1nc(-c2ccccc2)cs1. Reaction SMILES: [Br:33][CH2:34][CH3:35].[CH3:1][O:2][c:3]1[cH:4][cH:5][c:6]([N:9]2[CH2:10][CH2:11][N:12]([c:15]3[cH:16][cH:17][c:18]([NH:21][c:22]4[s:23][cH:24][c:25](-[c:27]5[cH:28][cH:29][cH:30][cH:31][cH:32]5)[n:26]4)[cH:19][cH:20]3)[CH2:13][CH2:14]2)[cH:7][cH:8]1.[CH3:38][N:39]([CH3:40])[CH:41]=[O:42].[Na+:37].[OH-:36].[OH2:43]>>[CH3:1][O:2][c:3]1[cH:4][cH:5][c:6]([N:9]2[CH2:10][CH2:11][N:12]([c:15]3[cH:16][cH:17][c:18]([N:21]([c:22]4[s:23][cH:24][c:25](-[c:27]5[cH:28][cH:29][cH:30][cH:31][cH:32]5)[n:26]4)[CH2:34][CH3:35])[cH:19][cH:20]3)[CH2:13][CH2:14]2)[cH:7][cH:8]1.